From a dataset of the Open Reaction Database (ORD), a public repository of structured organic reaction records. describe an organic reaction: reactants, conditions, products, and yield The reactants are BrC1=CC=C(C=O)C=C1 (4-bromobenzaldehyde), S1C(=CC=C1)B(O)O (thiophene-2-boronic acid), C(=O)([O-])[O-].[Na+].[Na+] (Na2CO3). Reagents/catalysts: C=1C=CC(=CC1)[P](C=2C=CC=CC2)(C=3C=CC=CC3)[Pd]([P](C=4C=CC=CC4)(C=5C=CC=CC5)C=6C=CC=CC6)([P](C=7C=CC=CC7)(C=8C=CC=CC8)C=9C=CC=CC9)[P](C=1C=CC=CC1)(C=1C=CC=CC1)C=1C=CC=CC1 (Pd(PPh3)4). Run in COCCOC.C1CCOC1 (DME THF). Conditions: temperature 85 celsius. Product: S1C(=CC=C1)C1=CC=C(C=O)C=C1 (4-thiophen-2-yl-benzaldehyde). Isolated yield 77.8%. RXN SMILES: Br[C:2]1[CH:9]=[CH:8][C:5]([CH:6]=[O:7])=[CH:4][CH:3]=1.[S:10]1[CH:14]=[CH:13][CH:12]=[C:11]1B(O)O.C([O-])([O-])=O.[Na+].[Na+]>COCCOC.C1COCC1.C1C=CC([P]([Pd]([P](C2C=CC=CC=2)(C2C=CC=CC=2)C2C=CC=CC=2)([P](C2C=CC=CC=2)(C2C=CC=CC=2)C2C=CC=CC=2)[P](C2C=CC=CC=2)(C2C=CC=CC=2)C2C=CC=CC=2)(C2C=CC=CC=2)C2C=CC=CC=2)=CC=1>[S:10]1[CH:14]=[CH:13][CH:12]=[C:11]1[C:2]1[CH:9]=[CH:8][C:5]([CH:6]=[O:7])=[CH:4][CH:3]=1 |f:2.3.4,5.6,^1:38,40,59,78|. Procedure: To a stirred degassed solution of 4-bromobenzaldehyde (371 mg, 2.00 mmol) and thiophene-2-boronic acid (287 mg, 2.24 mmol) in DME/THF (5 mL, 4:1) were added a 2 M Na2CO3 solution (3.0 mL) and Pd(PPh3)4 (110 mg, 0.095 mmol). The reaction mixture was flushed with argon and maintained under argon while being heated at 85° C. over 2 days. The mixture was then cooled and diluted with EtOAc (35 mL) and water (30 mL). The aqueous layer was washed with EtOAc (2×10 mL) and the combined organic extracts d...